From a dataset of the Open Reaction Database (ORD), a public repository of structured organic reaction records. describe an organic reaction: reactants, conditions, products, and yield Starting materials: CCCCC(C=O)(CC)CSc1ccccc1C(=O)c1ccccc1, COCCOC, [Zn]. The product is CCCCC1(CC)C=C(c2ccccc2)c2ccccc2SC1. RXN SMILES: [C:1]([c:2]1[cH:3][cH:4][cH:5][cH:6][cH:7]1)([c:9]1[c:10]([S:15][CH2:16][C:17]([CH:18]=[O:8])([CH2:20][CH2:21][CH2:22][CH3:23])[CH2:24][CH3:25])[cH:11][cH:12][cH:13][cH:14]1)=[O:19].[CH3:26][O:27][CH2:28][CH2:29][O:30][CH3:31].[Zn:32]>>[C:1]1([c:2]2[cH:3][cH:4][cH:5][cH:6][cH:7]2)=[CH:18][C:17]([CH2:20][CH2:21][CH2:22][CH3:23])([CH2:24][CH3:25])[CH2:16][S:15][c:10]2[c:9]1[cH:14][cH:13][cH:12][cH:11]2. Reactants: FC(S(=O)(=O)OS(=O)(=O)C(F)(F)F)(F)F (Trifluoromethanesulfonic anhydride), C(C)N1C2=C(NC(C3=C1N=CC=C3)=O)C(=CC(=N2)C)C (5,11-dihydro-11-ethyl-2,4-dimethyl-6H-dipyrido[3,2-b:2',3'-e][1,4]diazepin-6-one), C(Cl)Cl (methylene chloride), C(C)(C)N(CC)C(C)C (diisopropylethylamine). Reagents/catalysts: [C-]#N.C(C)[N+](CC)(CC)CC (tetraethylammonium cyanide). Solvent: C(C)(=O)OCC (Ethyl acetate). Run at time 8 hour. The product is C(C)N1C2=C(NC(C3=C1N=CC=C3)OS(=O)(=O)C)C(=CC(=N2)C)C (5,11-Dihydro-11-ethyl-6-methanesulfonyloxy-2,4-dimethyl-6H-dipyrido[3,2-b:2',3'-e][1,4]diazepine). Isolated yield 7.9%. RXN SMILES: F[C:2](F)(F)[S:3]([O:6]S(C(F)(F)F)(=O)=O)(=[O:5])=[O:4].[CH2:16]([N:18]1[C:24]2[N:25]=[CH:26][CH:27]=[CH:28][C:23]=2[C:22](=O)[NH:21][C:20]2[C:30]([CH3:35])=[CH:31][C:32]([CH3:34])=[N:33][C:19]1=2)[CH3:17].C(Cl)Cl.C(N(C(C)C)CC)(C)C>[C-]#N.C([N+](CC)(CC)CC)C.C(OCC)(=O)C>[CH2:16]([N:18]1[C:24]2[N:25]=[CH:26][CH:27]=[CH:28][C:23]=2[CH:22]([O:6][S:3]([CH3:2])(=[O:5])=[O:4])[NH:21][C:20]2[C:30]([CH3:35])=[CH:31][C:32]([CH3:34])=[N:33][C:19]1=2)[CH3:17] |f:4.5|. Procedure: Trifluoromethanesulfonic anhydride (0.24 ml, 14 mmol) was added to a solution of 0.314 g (1.2 mmol) 5,11-dihydro-11-ethyl-2,4-dimethyl-6H-dipyrido[3,2-b:2',3'-e][1,4]diazepin-6-one in 15 ml of methylene chloride containing 0.25 ml (14 mmol) of diisopropylethylamine, and the resulting mixture was refluxed under argon for three hours. Ethyl acetate (~200 mL) was then added and the solution was washed three times with water and four times with brine. After drying (magnesium sulfate), the solution w... The reactants are C(C)(=O)OCC (ethyl acetate), COC1=C(C(=S)OC)C=C(C=C1)C (methyl 2-methoxy-5-methylthiobenzoate), S([O-])(O)=O.[Na+] (sodium bisulfite), Cl (hydrochloric acid), [Br-].[Br-].[Br-].C1(=CC=CC=C1)[N+](C)(C)C.C1(=CC=CC=C1)[N+](C)(C)C.C1(=CC=CC=C1)[N+](C)(C)C (phenyltrimethylammonium tribromide). Solvent: O (water), O (water), O (water), N1=CC=CC=C1 (pyridine). Conditions: time 30 minute. Product: COC1=C(C(=O)OC)C=C(C=C1)S(=O)C (methyl 2-methoxy-5-methylsulfinylbenzoate). RXN SMILES: [CH3:1][O:2][C:3]1C=[CH:11][C:10](C)=[CH:9][C:4]=1C(OC)=S.[Br-].[Br-].[Br-].[C:17]1([N+](C)(C)C)C=CC=CC=1.C1([N+](C)(C)C)C=CC=CC=1.C1([N+](C)(C)C)C=CC=CC=1.[S:47](=[O:50])(O)[O-].[Na+].Cl.[C:53]([O:56][CH2:57]C)(=[O:55])[CH3:54]>O.N1C=CC=CC=1>[CH3:1][O:2][C:3]1[CH:4]=[CH:9][C:10]([S:47]([CH3:17])=[O:50])=[CH:11][C:54]=1[C:53]([O:56][CH3:57])=[O:55] |f:1.2.3.4.5.6,7.8|. Procedure details: Combine methyl 2-methoxy-5-methylthiobenzoate (3.0 g, 14.1 mmol), pyridine (10 mL) and water (10 mL). Cool in an ice bath. Add portionwise phenyltrimethylammonium tribromide (5.84 g, 15.5 mmol). After 30 minutes, warm to ambient temperature. After 3 hour, add a solution of sodium bisulfite (1.6 g) in water (4 mL). After 10 minutes, add a 12 M aqueous hydrochloric acid solution (11 mL) and water. Extract the reaction mixture four times with dichloromethane. Combine the organic layers, extract wit...